Dataset: the Open Reaction Database (ORD), a public repository of structured organic reaction records. Task: describe an organic reaction: reactants, conditions, products, and yield Starting materials: C1(=CC=CC=C1)N1C(=CC=C1C1=CC=CC=C1)C=1C=C2C=CC(=CC2=CC1)OCC1=CC=C(C(=O)OC)C=C1 (methyl 4-({[6-(1,5-diphenyl-1H-pyrrol-2-yl)-2-naphthyl]oxy}methyl)benzoate), [OH-].[Na+] (NaOH). Run in C1CCOC1 (THF), CO (methanol), O (water). The product is C1(=CC=CC=C1)N1C(=CC=C1C1=CC=CC=C1)C=1C=C2C=CC(=CC2=CC1)OCC1=CC=C(C(=O)O)C=C1 (4-({[6-(1,5-diphenyl-1H-pyrrol-2-yl)-2-naphthyl]oxy}methyl)benzoic acid). The yield is 98.5%. As a reaction SMILES: [C:1]1([N:7]2[C:11]([C:12]3[CH:17]=[CH:16][CH:15]=[CH:14][CH:13]=3)=[CH:10][CH:9]=[C:8]2[C:18]2[CH:19]=[C:20]3[C:25](=[CH:26][CH:27]=2)[CH:24]=[C:23]([O:28][CH2:29][C:30]2[CH:39]=[CH:38][C:33]([C:34]([O:36]C)=[O:35])=[CH:32][CH:31]=2)[CH:22]=[CH:21]3)[CH:6]=[CH:5][CH:4]=[CH:3][CH:2]=1.[OH-].[Na+]>C1COCC1.CO.O>[C:1]1([N:7]2[C:11]([C:12]3[CH:13]=[CH:14][CH:15]=[CH:16][CH:17]=3)=[CH:10][CH:9]=[C:8]2[C:18]2[CH:19]=[C:20]3[C:25](=[CH:26][CH:27]=2)[CH:24]=[C:23]([O:28][CH2:29][C:30]2[CH:31]=[CH:32][C:33]([C:34]([OH:36])=[O:35])=[CH:38][CH:39]=2)[CH:22]=[CH:21]3)[CH:6]=[CH:5][CH:4]=[CH:3][CH:2]=1 |f:1.2|. Procedure: A mixture of methyl 4-({[6-(1,5-diphenyl-1H-pyrrol-2-yl)-2-naphthyl]oxy}methyl)benzoate (235 mg, 0.461 mmol), prepared in the previous step, and 1 N NaOH (692 μL, 0.692 mmol) in 30 mL of THF plus 30 mL of methanol plus 5 mL of water was refluxed under nitrogen for 7 h. The reaction was filtered, cooled to room temperature, acidified by the addition of 2.5 mL of 1 N HCl and then concentrated under reduced pressure to remove the THF and methanol. The solid present was collected by filtration, rins...